From a dataset of the Open Reaction Database (ORD), a public repository of structured organic reaction records. describe an organic reaction: reactants, conditions, products, and yield Reactants: COC=1C=C(C(=O)N2C(CC(C3=CC=CC=C23)O)C)C=CC1 (1-(3-methoxybenzoyl)-2-methyl-1,2,3,4-tetrahydro-4-quinolinol), N1CCCC2=CC(=CC=C12)OCCCCC(=O)OCC (ethyl 5-[(1,2,3,4-tetrahydro-6-quinolinyl)oxy]pentanoate). The product is COC=1C=C(C(=O)N2C(CC(C3=CC=CC=C23)N2CCCC3=CC(=CC=C23)OCCCCC(=O)OCC)C)C=CC1 (Ethyl 5-[[1-[1-(3-methoxybenzoyl)-2-methyl-1,2,3,4-tetrahydro-4-quinolinyl]-1,2,3,4-tetrahydro-6-quinolinyl]oxy]pentanoate). Isolated yield 25.6%. RXN SMILES: [CH3:1][O:2][C:3]1[CH:4]=[C:5]([CH:20]=[CH:21][CH:22]=1)[C:6]([N:8]1[C:17]2[C:12](=[CH:13][CH:14]=[CH:15][CH:16]=2)[CH:11](O)[CH2:10][CH:9]1[CH3:19])=[O:7].[NH:23]1[C:32]2[C:27](=[CH:28][C:29]([O:33][CH2:34][CH2:35][CH2:36][CH2:37][C:38]([O:40][CH2:41][CH3:42])=[O:39])=[CH:30][CH:31]=2)[CH2:26][CH2:25][CH2:24]1>>[CH3:1][O:2][C:3]1[CH:4]=[C:5]([CH:20]=[CH:21][CH:22]=1)[C:6]([N:8]1[C:17]2[C:12](=[CH:13][CH:14]=[CH:15][CH:16]=2)[CH:11]([N:23]2[C:32]3[C:27](=[CH:28][C:29]([O:33][CH2:34][CH2:35][CH2:36][CH2:37][C:38]([O:40][CH2:41][CH3:42])=[O:39])=[CH:30][CH:31]=3)[CH2:26][CH2:25][CH2:24]2)[CH2:10][CH:9]1[CH3:19])=[O:7]. Procedure: Starting with 1-(3-methoxybenzoyl)-2-methyl-1,2,3,4-tetrahydro-4-quinolinol (1.0 g, 3.36 mmol) prepared in Reference Example 21 and ethyl 5-[(1,2,3,4-tetrahydro-6-quinolinyl)oxy]pentanoate (2.14 g, 7.73 mmol), the same procedure as shown in Example 1 was repeated to give the titled compound (479 mg, yield: 26%) as a colorless oil. (cis:trans=1:3.5)